From a dataset of the Open Reaction Database (ORD), a public repository of structured organic reaction records. describe an organic reaction: reactants, conditions, products, and yield The reactants are NC1=CC(=CC=C1)S(=O)(=O)N (1-aminobenzene-3-sulfonamide), C(C1=CC=CC=C1)OCC(=O)Cl (Benzyloxyacetyl chloride), C(=O)(O)[O-].[Na+] (NaHCO3). Run in CC(=O)C (acetone), O (water). Run at time 30 minute. Yields the product NS(=O)(=O)C=1C=C(C=CC1)NC(COCC1=CC=CC=C1)=O (N-[3-(Aminosulfonyl)phenyl]-2-(benzyloxy)acetamide). Isolated yield 96.9%. As a reaction SMILES: [NH2:1][C:2]1[CH:7]=[CH:6][CH:5]=[C:4]([S:8]([NH2:11])(=[O:10])=[O:9])[CH:3]=1.[CH2:12]([O:19][CH2:20][C:21](Cl)=[O:22])[C:13]1[CH:18]=[CH:17][CH:16]=[CH:15][CH:14]=1.C([O-])(O)=O.[Na+]>CC(C)=O.O>[NH2:11][S:8]([C:4]1[CH:3]=[C:2]([NH:1][C:21](=[O:22])[CH2:20][O:19][CH2:12][C:13]2[CH:18]=[CH:17][CH:16]=[CH:15][CH:14]=2)[CH:7]=[CH:6][CH:5]=1)(=[O:9])=[O:10] |f:2.3|. Procedure: A suspension of 1-aminobenzene-3-sulfonamide (1 g; 5.8 mmol; 1 eq) in a mixture of acetone (10 mL) and water (10 mL) is stirred at room temperature until complete dissolution. Benzyloxyacetyl chloride (1.4 mL; 8.7 mmol; 1.5 eq) is added at 0° C. followed by the addition of NaHCO3 (1.4 g) over 15 min. After 30 min, the reaction mixture is allowed to stir at room temperature for 2 h. The reaction mixture is then filtered off and the solid residue is washed with MeOH and ACN. The filtrate is concen... As a reaction SMILES: [Br:1][C:2]1[CH:3]=[C:4]2[C:9](=[CH:10][CH:11]=1)[CH2:8][C@@H:7]([NH:12][C:13](=[O:21])[C:14]1[CH:19]=[CH:18][C:17]([OH:20])=[CH:16][CH:15]=1)[CH2:6][CH2:5]2.Br[CH2:23][CH:24]1[CH2:26][CH2:25]1.C(=O)([O-])[O-].[Cs+].[Cs+].CN(C=O)C>O>[Br:1][C:2]1[CH:3]=[C:4]2[C:9](=[CH:10][CH:11]=1)[CH2:8][C@@H:7]([NH:12][C:13](=[O:21])[C:14]1[CH:15]=[CH:16][C:17]([O:20][CH2:23][CH:24]3[CH2:26][CH2:25]3)=[CH:18][CH:19]=1)[CH2:6][CH2:5]2 |f:2.3.4|. Starting materials: BrC=1C=C2CC[C@@H](CC2=CC1)NC(C1=CC=C(C=C1)O)=O (N—((S)-6-bromo-1,2,3,4-tetrahydronaphthalen-2-yl)-4-hydroxybenzamide), BrCC1CC1 (bromomethylcyclopropane), C([O-])([O-])=O.[Cs+].[Cs+] (cesium carbonate), CN(C)C=O (DMF). The product is BrC=1C=C2CC[C@@H](CC2=CC1)NC(C1=CC=C(C=C1)OCC1CC1)=O (N—((S)-6-Bromo-1,2,3,4-tetrahydronaphthalen-2-yl)-4-cyclopropylmethoxybenzamide). Procedure: A mixture of N—((S)-6-bromo-1,2,3,4-tetrahydronaphthalen-2-yl)-4-hydroxybenzamide (5.00 g), bromomethylcyclopropane (2.20 g), cesium carbonate (5.5 g) and DMF (50 ml) was heated to 75° C. for 12 hours. The cooled reaction mixture was admixed with water and extracted with ethyl acetate. The organic phase was washed three times with water, dried over magnesium sulfate and concentrated. The product was thus obtained with the molecular weight of 400.32 (C21H22BrNO2); MS (ESI): 400 (M+H+). Run in O (water). Reaction conditions: temperature 75 celsius. Conditions: time 36 hour. As a reaction SMILES: C(OC([N:8]1[CH2:12][C@@H:11]([S:13][CH2:14][C:15]2[CH:20]=[CH:19][CH:18]=[CH:17][CH:16]=2)[CH2:10][C@H:9]1[C:21]([O:23]C(C)(C)C)=[O:22])=O)(C)(C)C.FC(F)(F)C(O)=O>ClCCl>[NH3:8].[CH2:14]([S:13][C@@H:11]1[CH2:12][NH:8][C@H:9]([C:21]([OH:23])=[O:22])[CH2:10]1)[C:15]1[CH:20]=[CH:19][CH:18]=[CH:17][CH:16]=1. Procedure: To a solution of (2S,4S)-4-Benzylsulfanyl-pyrrolidine-1,2-dicarboxylic acid di-tert-butyl ester (Preparation 2, 130 mg, 3.3 mmol) in dichloromethane (2.5 ml) was added trifluoroacetic acid (2.5 ml) and the mixture stirred at room temperature under a nitrogen atmosphere for 36 hours. The solvent was removed under reduced pressure and the residue purified by ion-exchange chromatography using Dowex™ 50WX8-200 resin eluting first with water and then with 10% aq ammonia to give the title compound (66... Run in ClCCl (dichloromethane). Product: N (ammonia), C(C1=CC=CC=C1)S[C@H]1C[C@H](NC1)C(=O)O ((2S,4S)-4-(Benzylsulfanyl)-pyrrolidine-2-carboxylic acid). The yield is 16.9%. Starting materials: C(C)(C)(C)OC(=O)N1[C@@H](C[C@@H](C1)SCC1=CC=CC=C1)C(=O)OC(C)(C)C ((2S,4S)-4-Benzylsulfanyl-pyrrolidine-1,2-dicarboxylic acid di-tert-butyl ester), FC(C(=O)O)(F)F (trifluoroacetic acid). Starting materials: OCC=1C(=NC=CC1)CCC (3-Hydroxymethyl-2-n-propylpyridin), C(C1=CC=CC=C1)OC1=CC=C(C(CBr)=O)C=C1 (4-benzyloxyphenacylbromide). Yields the product C(C)C=1C(=CN2C=CC=C(C12)CO)C1=CC=C(C=C1)OCC1=CC=CC=C1 (1-ethyl-2-(4-benzyloxyphenyl)-8-hydroxymethylindolizine). The yield is 83.0%. RXN SMILES: [OH:1][CH2:2][C:3]1[C:4]([CH2:9][CH2:10][CH3:11])=[N:5][CH:6]=[CH:7][CH:8]=1.[CH2:12]([O:19][C:20]1[CH:29]=[CH:28][C:23]([C:24](=O)[CH2:25]Br)=[CH:22][CH:21]=1)[C:13]1[CH:18]=[CH:17][CH:16]=[CH:15][CH:14]=1>>[CH2:10]([C:9]1[C:24]([C:23]2[CH:28]=[CH:29][C:20]([O:19][CH2:12][C:13]3[CH:18]=[CH:17][CH:16]=[CH:15][CH:14]=3)=[CH:21][CH:22]=2)=[CH:25][N:5]2[C:4]=1[C:3]([CH2:2][OH:1])=[CH:8][CH:7]=[CH:6]2)[CH3:11]. Procedure details: 3-Hydroxymethyl-2-n-propylpyridin was reacted with 4-benzyloxyphenacylbromide by the general synthetic principles outlined in example 1, step 2, to afford 1-ethyl-2-(4-benzyloxyphenyl)-8-hydroxymethylindolizine as yellow crystals in 83% yield. M.p. 144-145° C. MS(SP): m/z 357 (M+). 1H--NMR (DMSO-d6, 200 MHz) δ: 1.08 (t, 3 H); 2.83 (q, 2 H); 4.73 (d, 2 H); 5.12 (s, 2 H); 5.22 (t, 1 H); 6.43 (dd, 1 H); 6.66 (d, 1 H); 7.07 (d, 2 H); 7.28-7.53 (m, 8 H); 8.04 (d, 1 H). The reactants are C1CCOC1, CCCC[N+](CCCC)(CCCC)CCCC, Cc1ccccc1, [F-], CC(C)[Si](Oc1ccc(-c2cc(F)c(C(F)(F)Oc3ccc(-c4cc(F)c(F)c(F)c4)c(F)c3)c(F)c2)c(F)c1)(C(C)C)C(C)C. Yields the product Oc1ccc(-c2cc(F)c(C(F)(F)Oc3ccc(-c4cc(F)c(F)c(F)c4)c(F)c3)c(F)c2)c(F)c1. RXN SMILES: [CH2:47]1[O:48][CH2:49][CH2:50][CH2:51]1.[CH3:53][CH2:54][CH2:55][CH2:56][N+:57]([CH2:58][CH2:59][CH2:60][CH3:61])([CH2:62][CH2:63][CH2:64][CH3:65])[CH2:66][CH2:67][CH2:68][CH3:69].[CH3:70][c:71]1[cH:72][cH:73][cH:74][cH:75][cH:76]1.[F-:52].[F:1][C:2]([c:3]1[c:4]([F:28])[cH:5][c:6](-[c:10]2[c:11]([F:27])[cH:12][c:13]([O:16][Si:17]([CH:18]([CH3:19])[CH3:20])([CH:21]([CH3:22])[CH3:23])[CH:24]([CH3:25])[CH3:26])[cH:14][cH:15]2)[cH:7][c:8]1[F:9])([O:29][c:30]1[cH:31][c:32]([F:45])[c:33](-[c:36]2[cH:37][c:38]([F:44])[c:39]([F:43])[c:40]([F:42])[cH:41]2)[cH:34][cH:35]1)[F:46]>>[F:1][C:2]([c:3]1[c:4]([F:28])[cH:5][c:6](-[c:10]2[c:11]([F:27])[cH:12][c:13]([OH:16])[cH:14][cH:15]2)[cH:7][c:8]1[F:9])([O:29][c:30]1[cH:31][c:32]([F:45])[c:33](-[c:36]2[cH:37][c:38]([F:44])[c:39]([F:43])[c:40]([F:42])[cH:41]2)[cH:34][cH:35]1)[F:46]. The reactants are C=CCC(CO[Si](C)(C)C(C)(C)C)N(C)C(=O)NCc1cccc(F)c1Cl, CO, Cl. Product: C=CCC(CO)N(C)C(=O)NCc1cccc(F)c1Cl. As a reaction SMILES: [C:1]([Si:2]([CH3:3])([CH3:4])[O:6][CH2:7][CH:8]([CH2:9][CH:10]=[CH2:11])[N:12]([C:13](=[O:14])[NH:15][CH2:16][c:17]1[c:18]([Cl:24])[c:19]([F:23])[cH:20][cH:21][cH:22]1)[CH3:25])([CH3:5])([CH3:26])[CH3:27].[CH3:29][OH:30].[ClH:28]>>[OH:6][CH2:7][CH:8]([CH2:9][CH:10]=[CH2:11])[N:12]([C:13](=[O:14])[NH:15][CH2:16][c:17]1[c:18]([Cl:24])[c:19]([F:23])[cH:20][cH:21][cH:22]1)[CH3:25]. Reactants: Cn1cc(B2OC(C)(C)C(C)(C)O2)cn1, [K+], [K+], Nc1cc(F)c(Oc2ccnc(N)c2I)cc1F, [Na+], O=C([O-])[O-], O=C([O-])O, C1COCCO1, O, c1ccc(P(c2ccccc2)(c2ccccc2)[Pd](P(c2ccccc2)(c2ccccc2)c2ccccc2)(P(c2ccccc2)(c2ccccc2)c2ccccc2)P(c2ccccc2)(c2ccccc2)c2ccccc2)cc1. RXN SMILES: [CH3:19][n:20]1[n:21][cH:22][c:23]([B:25]2[O:26][C:27]([CH3:28])([CH3:29])[C:30]([CH3:31])([CH3:32])[O:33]2)[cH:24]1.[K+:34].[K+:35].[NH2:1][c:2]1[cH:3][c:4]([F:18])[c:5]([O:6][c:7]2[c:8]([I:14])[c:9]([NH2:13])[n:10][cH:11][cH:12]2)[cH:15][c:16]1[F:17].[Na+:44].[O-:36][C:37]([O-:38])=[O:39].[O-:40][C:41]([OH:42])=[O:43].[O:45]1[CH2:46][CH2:47][O:48][CH2:49][CH2:50]1.[OH2:51].[cH:52]1[cH:53][cH:54][c:55]([P:56]([Pd:57]([P:58]([c:59]2[cH:60][cH:61][cH:62][cH:63][cH:64]2)([c:65]2[cH:66][cH:67][cH:68][cH:69][cH:70]2)[c:71]2[cH:72][cH:73][cH:74][cH:75][cH:76]2)([P:77]([c:78]2[cH:79][cH:80][cH:81][cH:82][cH:83]2)([c:84]2[cH:85][cH:86][cH:87][cH:88][cH:89]2)[c:90]2[cH:91][cH:92][cH:93][cH:94][cH:95]2)[P:96]([c:97]2[cH:98][cH:99][cH:100][cH:101][cH:102]2)([c:103]2[cH:104][cH:105][cH:106][cH:107][cH:108]2)[c:109]2[cH:110][cH:111][cH:112][cH:113][cH:114]2)([c:115]2[cH:116][cH:117][cH:118][cH:119][cH:120]2)[c:121]2[cH:122][cH:123][cH:124][cH:125][cH:126]2)[cH:127][cH:128]1>>[NH2:1][c:2]1[cH:3][c:4]([F:18])[c:5]([O:6][c:7]2[c:8](-[c:23]3[cH:22][n:21][n:20]([CH3:19])[cH:24]3)[c:9]([NH2:13])[n:10][cH:11][cH:12]2)[cH:15][c:16]1[F:17]. Product: Cn1cc(-c2c(Oc3cc(F)c(N)cc3F)ccnc2N)cn1. Starting materials: CC1=CC=CC2=C1C(=NS2)NCCCN (N1-(4-methylbenzo[d]isothiazol-3-yl)propane-1,3-diamine), C(C)(C)N(CC)C(C)C (diisopropylethylamine), FC(C=1C=C(C=CC1)S(=O)(=O)Cl)(F)F (3-trifluoromethylbenzenesulfonyl chloride), ice. Solvent: C(Cl)Cl (methylene chloride), C(Cl)Cl (methylene chloride). Reaction conditions: time 8 hour. The product is CC1=CC=CC2=C1C(=NS2)NCCCNS(=O)(=O)C2=CC(=CC=C2)C(F)(F)F (N-(3-(4-methylbenzo[d]isothiazol-3-ylamino)propyl)-3-(trifluoromethyl)benzenesulfonamide). Isolated yield 11.9%. RXN SMILES: [CH3:1][C:2]1[C:7]2[C:8]([NH:11][CH2:12][CH2:13][CH2:14][NH2:15])=[N:9][S:10][C:6]=2[CH:5]=[CH:4][CH:3]=1.C(N(C(C)C)CC)(C)C.[F:25][C:26]([F:38])([F:37])[C:27]1[CH:28]=[C:29]([S:33](Cl)(=[O:35])=[O:34])[CH:30]=[CH:31][CH:32]=1>C(Cl)Cl>[CH3:1][C:2]1[C:7]2[C:8]([NH:11][CH2:12][CH2:13][CH2:14][NH:15][S:33]([C:29]3[CH:30]=[CH:31][CH:32]=[C:27]([C:26]([F:25])([F:37])[F:38])[CH:28]=3)(=[O:35])=[O:34])=[N:9][S:10][C:6]=2[CH:5]=[CH:4][CH:3]=1. Reported procedure: N1-(4-methylbenzo[d]isothiazol-3-yl)propane-1,3-diamine (100 mg, 0.45 mmol) was dissolved in anhydrous methylene chloride with diisopropylethylamine (0.12 mL, 0.63 mmol). The mixture was cooled in an ice-bath under nitrogen and a solution of 3-trifluoromethylbenzenesulfonyl chloride (0.09 mL, 0.54 mmol) in methylene chloride (5 mL) was added drop-wise. After the addition was completed the ice-bath was removed and the mixture was stirred at room temperature overnight. The reaction mixture was dil... Starting materials: OC1=C(C(=CC(=C1[C@H]1[C@@H](N(CC1)C)CO)OC)OC)C(C)=O ((±)-trans-1-[2-Hydroxy-3-(2-hydroxymethyl-1-methyl-pyrrolidin-3-yl)-4,6-dimethoxy-phenyl]-ethanone), COC1=C(C(=O)OC)C=CC=C1 (methyl 2-methoxybenzoate), [H-].[Na+] (NaH). The solvent is CN(C)C=O (DMF). Yields the product OC[C@@H]1N(CC[C@H]1C=1C(=CC(=C2C(C=C(OC12)C1=C(C=CC=C1)OC)=O)OC)OC)C ((±)-trans-8-(2-Hydroxymethyl-1-methyl-pyrrolidin-3-yl)-5,7-dimethoxy-2-(2-methoxy-phenyl)-chromen-4-one). RXN SMILES: [OH:1][C:2]1[C:7]([C@@H:8]2[CH2:12][CH2:11][N:10]([CH3:13])[C@H:9]2[CH2:14][OH:15])=[C:6]([O:16][CH3:17])[CH:5]=[C:4]([O:18][CH3:19])[C:3]=1[C:20](=[O:22])[CH3:21].[CH3:23][O:24][C:25]1[CH:34]=[CH:33][CH:32]=[CH:31][C:26]=1[C:27](OC)=O.[H-].[Na+]>CN(C=O)C>[OH:15][CH2:14][C@H:9]1[C@H:8]([C:7]2[C:6]([O:16][CH3:17])=[CH:5][C:4]([O:18][CH3:19])=[C:3]3[C:2]=2[O:1][C:27]([C:26]2[CH:31]=[CH:32][CH:33]=[CH:34][C:25]=2[O:24][CH3:23])=[CH:21][C:20]3=[O:22])[CH2:12][CH2:11][N:10]1[CH3:13] |f:2.3|. Procedure: Compound of example 6 (0.7 g, 2.2 mmol) in dry DMF (10 mL) was reacted with methyl 2-methoxybenzoate (1.13 g, 6.8 mmol) in the presence of NaH (50%, 0.544 g, 11.3 mmol) as described in example 16 to obtain the title compound.